This data is from the Open Reaction Database (ORD), a public repository of structured organic reaction records. The task is: describe an organic reaction: reactants, conditions, products, and yield Reactants: acid chloride, N[C@H]1[C@@H]2N(C(=C(CS2)COC(C)=O)C(=O)O)C1=O (7β-amino-3-acetoxymethyl-3-cephem-4-carboxylic acid). The solvent is N1=CC=CC=C1 (pyridine). Yields the product C(C)(=O)OCC=1CS[C@H]2N(C1C(=O)O)C(C2)=O (3-acetoxymethyl-3-cephem-4-carboxylic acid). RXN SMILES: N[C@@H:2]1[C:17](=[O:18])[N:4]2[C:5]([C:14]([OH:16])=[O:15])=[C:6]([CH2:9][O:10][C:11](=[O:13])[CH3:12])[CH2:7][S:8][C@H:3]12>N1C=CC=CC=1>[C:11]([O:10][CH2:9][C:6]1[CH2:7][S:8][C@@H:3]2[CH2:2][C:17](=[O:18])[N:4]2[C:5]=1[C:14]([OH:16])=[O:15])(=[O:13])[CH3:12]. Procedure: 3-Hydroxy-3,3-diphosphonopropanoic acid, tetramethyl ester is converted to 3-(tert-butoxycarbonyloxy)-3,3-bis(diethoxyphosphono)propionic acid and then to 3-(tert-butoxycarbonyloxy)-3,3-bis(diethoxyphosphono)propanoyl chloride. The acid chloride is then added to α-(Z-methoxyimino)-α-(2-aminothiazol-4-yl)-acetic acid and pyridine to form α-(Z-methoxyimino)-α-{2-[3-(tert-butoxycarbonyloxy)-3,3-bis(diethoxyphosphono)-propanoyl-amino]-thiazol-4-yl}-acetic acid. The latter is reacted with oxaloyl chl... The reactants are N1(CCOCC1)CCNS(=O)(=O)C1=CC=C(C=C1)[N+](=O)[O-] (N-(2-Morpholin-4-yl-ethyl)-4-nitro-benzenesulfonamide), C(C)O (ethanol), [Cl-].[NH4+] (ammonium chloride). The reagents and catalysts are [Fe] (iron). The solvent is O (water). Run at time 18 hour. Product: NC1=CC=C(C=C1)S(=O)(=O)NCCN1CCOCC1 (4-Amino-N-(2-morpholin-4-yl-ethyl)-benzenesulfonamide). The yield is 77.9%. As a reaction SMILES: [N:1]1([CH2:7][CH2:8][NH:9][S:10]([C:13]2[CH:18]=[CH:17][C:16]([N+:19]([O-])=O)=[CH:15][CH:14]=2)(=[O:12])=[O:11])[CH2:6][CH2:5][O:4][CH2:3][CH2:2]1.C(O)C.[Cl-].[NH4+]>[Fe].O>[NH2:19][C:16]1[CH:15]=[CH:14][C:13]([S:10]([NH:9][CH2:8][CH2:7][N:1]2[CH2:2][CH2:3][O:4][CH2:5][CH2:6]2)(=[O:12])=[O:11])=[CH:18][CH:17]=1 |f:2.3|. Procedure: N-(2-Morpholin-4-yl-ethyl)-4-nitro-benzenesulfonamide (0.14 g, 0.45 mmol) was suspended in a 5:1 mixture of ethanol and water (3 ml). To this solution was added iron powder (0.13 g, 2.25 mmol) followed by saturated ammonium chloride solution (0.1 ml) and the mixture was stirred at room temperature for 18 hours. After this time, the reaction mixture was filtered through a pad of celite, the celite was washed with ethanol (10 ml) and ethyl acetate (50 ml) and the solution was concentrated under va... The reactants are CC(C)(C)N(C([O-])=O)[C@@H](C(=O)NC=1C=NC(=CC1)OC1=CC(=CC=C1)C(C)C)C (1,1-dimethylethyl{(1R)-1-methyl-2-[(6-{[3-(1-methylethyl)phenyl]oxy}-3-pyridinyl)amino]-2-oxoethyl}carbamate), CC(C)C=1C=C(C=CC1)OC1=CC=C(C=N1)N (6-{[3-(1-methylethyl)phenyl]oxy}-3-pyridinamine), CC1=C(C=C(C=C1)C)OC1=CC=C(C=N1)N (6-[(2,5-dimethylphenyl)oxy]-3-pyridinamine), CC1=C(C=C(C=C1)C)OC1=CC=C(C=N1)N (6-[(2,5-dimethylphenyl)oxy]-3-pyridinamine). Product: CC1=C(C=C(C=C1)C)OC1=CC=C(C=N1)NC([C@@H](C)NC(OC(C)(C)C)=O)=O (1,1-dimethylethyl [(1R)-2-({6-[(2,5-dimethylphenyl)oxy]-3-pyridinyl}amino)-1-methyl-2-oxoethyl]carbamate). RXN SMILES: CC([N:5]([C@H:9]([CH3:29])[C:10]([NH:12][C:13]1[CH:14]=[N:15][C:16]([O:19][C:20]2[CH:25]=[CH:24][CH:23]=[C:22]([CH:26](C)C)[CH:21]=2)=[CH:17][CH:18]=1)=[O:11])[C:6](=[O:8])[O-:7])(C)C.[CH3:30][CH:31]([C:33]1C=C(OC2N=CC(N)=CC=2)C=CC=1)[CH3:32].[CH3:47]C1C=CC(C)=CC=1OC1N=CC(N)=CC=1>>[CH3:47][C:25]1[CH:24]=[CH:23][C:22]([CH3:26])=[CH:21][C:20]=1[O:19][C:16]1[N:15]=[CH:14][C:13]([NH:12][C:10](=[O:11])[C@H:9]([NH:5][C:6](=[O:8])[O:7][C:31]([CH3:33])([CH3:32])[CH3:30])[CH3:29])=[CH:18][CH:17]=1. Procedure details: The title compound was made in a similar fashion to the preparation of Intermediate 25 replacing 6-{[3-(1-methylethyl)phenyl]oxy}-3-pyridinamine with 6-[(2,5-dimethylphenyl)oxy]-3-pyridinamine (Intermediate 34) and using the following conditions for the silica gel chromatography: Companion instrument, 12 g cartridge, a gradient cHex/EtOAc as eluent from 100/0 to 70/30. This afforded the title compound as a light brown oil (63 mg). Reactants: N1C(CC2=CC=CC=C12)=O (oxindole), [H-].[Na+] (sodium hydride), ClC1=NC=NC2=CC=C(C=C12)N1CCOCC1 (4-chloro-6-morpholinoquinazoline), Cl (hydrogen chloride). Run in CN(C)C=O (DMF), CN(C)C=O (DMF). Product: Cl.N1C(C(C2=CC=CC=C12)C1=NC=NC2=CC=C(C=C12)N1CCOCC1)=O (4-(oxindol-3-yl)-6-morpholinoquinazoline hydrochloride). Yield: 13.1%. As a reaction SMILES: [NH:1]1[C:9]2[C:4](=[CH:5][CH:6]=[CH:7][CH:8]=2)[CH2:3][C:2]1=[O:10].[H-].[Na+].[Cl:13][C:14]1[C:23]2[C:18](=[CH:19][CH:20]=[C:21]([N:24]3[CH2:29][CH2:28][O:27][CH2:26][CH2:25]3)[CH:22]=2)[N:17]=[CH:16][N:15]=1.Cl>CN(C=O)C>[ClH:13].[NH:1]1[C:9]2[C:4](=[CH:5][CH:6]=[CH:7][CH:8]=2)[CH:3]([C:14]2[C:23]3[C:18](=[CH:19][CH:20]=[C:21]([N:24]4[CH2:29][CH2:28][O:27][CH2:26][CH2:25]4)[CH:22]=3)[N:17]=[CH:16][N:15]=2)[C:2]1=[O:10] |f:1.2,6.7|. Reported procedure: Using a procedure analogous to that described in Example 26, oxindole (0.32 g, 2.4 mmol) was added to sodium hydride (110 mg, 2.8 mmol) in DMF (15 ml) and the solution was treated with 4-chloro-6-morpholinoquinazoline (200 mg, 8 mmol), (EP 0566226), in DMF (8 ml). The product so obtained was treated with ethereal hydrogen chloride to give 4-(oxindol-3-yl)-6-morpholinoquinazoline hydrochloride (120 mg, 43%). Product: C(C1=CC=CC=C1)OC(=O)N1CC(N(CC1)CCI)=O (4-(benzyloxycarbonyl)-1-(2-iodoethyl)-piperazin-2-one). Reaction SMILES: [CH2:1]([O:8][C:9]([N:11]1[CH2:16][CH2:15][N:14]([CH2:17][CH2:18]O)[C:13](=[O:20])[CH2:12]1)=[O:10])[C:2]1[CH:7]=[CH:6][CH:5]=[CH:4][CH:3]=1.C1(P(C2C=CC=CC=2)C2C=CC=CC=2)C=CC=CC=1.N1C=CN=C1.[I:45]I>C(Cl)Cl>[CH2:1]([O:8][C:9]([N:11]1[CH2:16][CH2:15][N:14]([CH2:17][CH2:18][I:45])[C:13](=[O:20])[CH2:12]1)=[O:10])[C:2]1[CH:7]=[CH:6][CH:5]=[CH:4][CH:3]=1. The solvent is C(Cl)Cl (methylene chloride). The reactants are C(C1=CC=CC=C1)OC(=O)N1CC(N(CC1)CCO)=O (4-(Benzyloxycarbonyl)-1-(2-hydroxyethyl)-piperazin-2-one), C1(=CC=CC=C1)P(C1=CC=CC=C1)C1=CC=CC=C1 (triphenyl phosphine), N1C=NC=C1 (imidazole), II (iodine). Reported procedure: 4-(Benzyloxycarbonyl)-1-(2-hydroxyethyl)-piperazin-2-one, prepared as described in EXAMPLE 94, part A. (0.26 g, 0.94 mmol) in methylene chloride (6 mL) is treated with triphenyl phosphine (0.60 g, 2.3 mmol), imidazole (0.16 g, 2.3 mmol), and iodine (0.47 g, 1.9 mmol) for 0.5 h at 0° C. The reactin mixture is partitioned between water and methylene chloride; the organic layer is concentrated and the residue is chromatographed (15% EtOAc/methylene chloride) to give 4-(benzyloxycarbonyl)-1-(2-iodoe... The reactants are ClC1=C(C(=NC(=C1[N+](=O)[O-])Cl)C)C(=O)OCC (4,6-dichloro-2-methyl-5-nitropyridine-3-carboxylic acid, ethyl ester), CO (methanol), CN(CCCN)C ([3-(dimethylamino)propyl]amine). Solvent: C(C)N(CC)CC (triethylamine). Product: CN(CCCNC1=C(C(=NC(=C1[N+](=O)[O-])Cl)C)C(=O)OCC)C (4-[[3-(dimethylamino)propyl]amino]-6-chloro-2-methyl-5-nitropyridine-3-carboxylic acid, ethyl ester). As a reaction SMILES: Cl[C:2]1[C:7]([N+:8]([O-:10])=[O:9])=[C:6]([Cl:11])[N:5]=[C:4]([CH3:12])[C:3]=1[C:13]([O:15][CH2:16][CH3:17])=[O:14].CO.[CH3:20][N:21]([CH3:26])[CH2:22][CH2:23][CH2:24][NH2:25]>C(N(CC)CC)C>[CH3:20][N:21]([CH3:26])[CH2:22][CH2:23][CH2:24][NH:25][C:2]1[C:7]([N+:8]([O-:10])=[O:9])=[C:6]([Cl:11])[N:5]=[C:4]([CH3:12])[C:3]=1[C:13]([O:15][CH2:16][CH3:17])=[O:14]. Procedure details: 139 g. of 4,6-dichloro-2-methyl-5-nitropyridine-3-carboxylic acid, ethyl ester (0.5 Mol.) of Example 1a are dissolved in about 500 ml. of methanol. 60 g. of triethylamine are added and the solution is heated at reflux temperature. At this point, 50.1 g. of [3-(dimethylamino)propyl]amine are added dropwise. After the addition is completed, heating is continued for ten minutes. The solvent is removed in vacuo and the residue is suspended in 200 ml. of water. The aqueous mixture is made alkaline wi... Starting materials: ClC(Cl)Cl, O=C(Cl)CNC(=O)OCC1c2ccccc2-c2ccccc21, Nc1ccc(Br)cc1C(=O)c1ccccc1F. Reaction SMILES: [CH:40]([Cl:41])([Cl:42])[Cl:43].[Cl:18][C:19]([CH2:20][NH:21][C:22]([O:23][CH2:24][CH:25]1[c:26]2[cH:27][cH:28][cH:29][cH:30][c:31]2-[c:32]2[cH:33][cH:34][cH:35][cH:36][c:37]21)=[O:38])=[O:39].[NH2:1][c:2]1[c:3]([C:9](=[O:10])[c:11]2[c:12]([F:17])[cH:13][cH:14][cH:15][cH:16]2)[cH:4][c:5]([Br:8])[cH:6][cH:7]1>>[NH:1]([c:2]1[c:3]([C:9](=[O:10])[c:11]2[c:12]([F:17])[cH:13][cH:14][cH:15][cH:16]2)[cH:4][c:5]([Br:8])[cH:6][cH:7]1)[C:19]([CH2:20][NH:21][C:22]([O:23][CH2:24][CH:25]1[c:26]2[cH:27][cH:28][cH:29][cH:30][c:31]2-[c:32]2[cH:33][cH:34][cH:35][cH:36][c:37]21)=[O:38])=[O:39]. Yields the product O=C(CNC(=O)OCC1c2ccccc2-c2ccccc21)Nc1ccc(Br)cc1C(=O)c1ccccc1F. The reactants are C(C)N1C(COC2(C1)CCN(CC2)C2=CC=C(C=C2)O)=O (4-ethyl-9-(4-hydroxyphenyl)-1-oxa-4,9-diazaspiro[5,5]undecan-3-one), Br.BrCCCN1C[C@H](CCC1)C ((3S)-1-(3-bromopropyl)-3-methylpiperidine hydrobromide). Yields the product Br.BrCCCN1CCCCC1 (1-(3-bromopropyl)piperidine hydrobromide). As a reaction SMILES: C(N1CC2(CCN(C3C=CC(O)=CC=3)CC2)OCC1=O)C.Br.[Br:23][CH2:24][CH2:25][CH2:26][N:27]1[CH2:32][CH2:31][CH2:30][C@H:29](C)[CH2:28]1>>[BrH:23].[Br:23][CH2:24][CH2:25][CH2:26][N:27]1[CH2:32][CH2:31][CH2:30][CH2:29][CH2:28]1 |f:1.2,3.4|. Reported procedure: The entitled compound was obtained as a pale yellow solid, according to the same method as in Example 5-(c) or according to a method similar to it but using 4-ethyl-9-(4-hydroxyphenyl)-1-oxa-4,9-diazaspiro[5,5]undecan-3-one obtained in Example 5-3-(b), and (3S)-1-(3-bromopropyl)-3-methylpiperidine hydrobromide obtained in Reference Example 4 in place of 1-(3-bromopropyl)piperidine hydrobromide.